Dataset: the Open Reaction Database (ORD), a public repository of structured organic reaction records. Task: describe an organic reaction: reactants, conditions, products, and yield Reactants: C1=CC=CC2=CC3=CC=CC=C3C(=C12)C(=O)O (Anthracene-9-carboxylic acid), C(C)(C)(C)C1=CC(=CC(=C1O)C(C)(C)C)C (2,6-di-tert.butyl-p-cresol), epoxide, C(C(=C)C)(=O)OCC1CO1 (glycidyl methacrylate), resultant product. Reagents/catalysts: [Cl-].C[N+](C)(C)C (tetramethylammonium chloride). Conditions: temperature 100 celsius, time 4 hour. Product: C1=CC=CC2=CC3=CC=CC=C3C(=C12)C(=O)OCC(COC(C(=C)C)=O)O (3-(Methacryloyloxy)-2-hydroxypropyl anthracene-9-carboxylate). RXN SMILES: [CH:1]1[C:14]2[C:5](=[CH:6][C:7]3[C:12]([C:13]=2[C:15]([OH:17])=[O:16])=[CH:11][CH:10]=[CH:9][CH:8]=3)[CH:4]=[CH:3][CH:2]=1.[C:18]([O:23][CH2:24][CH:25]1[O:27][CH2:26]1)(=[O:22])[C:19]([CH3:21])=[CH2:20].C(C1C(O)=C(C(C)(C)C)C=C(C)C=1)(C)(C)C>[Cl-].C[N+](C)(C)C>[CH:11]1[C:12]2[C:7](=[CH:6][C:5]3[C:14]([C:13]=2[C:15]([O:17][CH2:26][CH:25]([OH:27])[CH2:24][O:23][C:18](=[O:22])[C:19]([CH3:21])=[CH2:20])=[O:16])=[CH:1][CH:2]=[CH:3][CH:4]=3)[CH:8]=[CH:9][CH:10]=1 |f:3.4|. Procedure: Anthracene-9-carboxylic acid (50 g) was added over 30 minutes with stirring to glycidyl methacrylate (33.9 g, epoxide content 6.6 equiv./kg) containing 0.13 g of 2,6-di-tert.butyl-p-cresol and 0.25 g of tetramethylammonium chloride and heated to 100° C. Heating at 100° C. was continued for a further 4 hours, by which time the epoxide content of the mixture had fallen to a negligibly low value. The resultant product was a brown, glassy solid. The reactants are [BH4-], CCO, [Na+], CC(C)(C)OC(=O)N1CC2CC(=O)CC2C1. Yields the product CC(C)(C)OC(=O)N1CC2CC(O)CC2C1. Reaction SMILES: [BH4-:17].[CH3:19][CH2:20][OH:21].[Na+:18].[O:1]=[C:2]1[CH2:3][CH:4]2[CH:5]([CH2:6][N:7]([C:9](=[O:10])[O:11][C:12]([CH3:13])([CH3:14])[CH3:15])[CH2:8]2)[CH2:16]1>>[OH:1][CH:2]1[CH2:3][CH:4]2[CH:5]([CH2:6][N:7]([C:9](=[O:10])[O:11][C:12]([CH3:13])([CH3:14])[CH3:15])[CH2:8]2)[CH2:16]1. Reactants: C1CCOC1, O=C1CCC(=O)N1Cl, Oc1ccc(-c2ccc3cc(O)ccc3c2)c(F)c1. Product: Oc1ccc(-c2ccc3c(Cl)c(O)ccc3c2)c(F)c1. As a reaction SMILES: [CH2:28]1[O:29][CH2:30][CH2:31][CH2:32]1.[Cl:20][N:21]1[C:22](=[O:23])[CH2:24][CH2:25][C:26]1=[O:27].[F:1][c:2]1[c:3](-[c:9]2[cH:10][c:11]3[cH:12][cH:13][c:14]([OH:19])[cH:15][c:16]3[cH:17][cH:18]2)[cH:4][cH:5][c:6]([OH:8])[cH:7]1>>[F:1][c:2]1[c:3](-[c:9]2[cH:10][c:11]3[cH:12][cH:13][c:14]([OH:19])[c:15]([Cl:20])[c:16]3[cH:17][cH:18]2)[cH:4][cH:5][c:6]([OH:8])[cH:7]1. Starting materials: C(C)OC(CCCCN1CCC(CC1)C(O)(C1=CC=C(C=C1)F)C1=CC=C(C=C1)F)=O (4-[bis(4-fluorophenyl)hydroxymethyl]-1-piperidinepentanoic acid ethyl ester), [H-].[Al+3].[Li+].[H-].[H-].[H-] (lithium aluminum hydride). The solvent is O1CCCC1 (tetrahydrofuran). Reaction conditions: time 1 hour. Yields the product O.FC1=CC=C(C=C1)C(C1CCN(CC1)CCCCCO)(O)C1=CC=C(C=C1)F.FC1=CC=C(C=C1)C(C1=CC=C(C=C1)F)(O)C1CCN(CC1)CCCCCO (4-[Bis(4-fluorophenyl)hydroxymethyl]-1-piperidinepentanol hemihydrate). Yield: 108.2%. As a reaction SMILES: C([O:3][C:4](=O)[CH2:5][CH2:6][CH2:7][CH2:8][N:9]1[CH2:14][CH2:13][CH:12]([C:15]([C:24]2[CH:29]=[CH:28][C:27]([F:30])=[CH:26][CH:25]=2)([C:17]2[CH:22]=[CH:21][C:20]([F:23])=[CH:19][CH:18]=2)[OH:16])[CH2:11][CH2:10]1)C.[H-].[Al+3].[Li+].[H-].[H-].[H-]>O1CCCC1>[OH2:3].[F:23][C:20]1[CH:19]=[CH:18][C:17]([C:15]([C:24]2[CH:25]=[CH:26][C:27]([F:30])=[CH:28][CH:29]=2)([OH:16])[CH:12]2[CH2:13][CH2:14][N:9]([CH2:8][CH2:7][CH2:6][CH2:5][CH2:4][OH:3])[CH2:10][CH2:11]2)=[CH:22][CH:21]=1.[F:23][C:20]1[CH:21]=[CH:22][C:17]([C:15]([CH:12]2[CH2:13][CH2:14][N:9]([CH2:8][CH2:7][CH2:6][CH2:5][CH2:4][OH:3])[CH2:10][CH2:11]2)([OH:16])[C:24]2[CH:25]=[CH:26][C:27]([F:30])=[CH:28][CH:29]=2)=[CH:18][CH:19]=1 |f:1.2.3.4.5.6,8.9.10|. Reported procedure: A solution of 16.8 g (0.040 mol) of 4-[bis(4-fluorophenyl)hydroxymethyl]-1-piperidinepentanoic acid ethyl ester in 100 mL of dry (freshly distilled from lithium aluminum hydride) tetrahydrofuran was added dropwise to a solution of 3.8 g (0.100 mol) of lithium aluminum hydride in 100 mL of dry tetrahydrofuran while stirring vigorously at ambient temperature for 1 h and the excess lithium aluminum hydride was quenched by successive, dropwise additions of 4 mL of water, 4 mL of a 15% sodium hydroxi... The reactants are OCCCCCCO, CCP(=O)(O)CCC(=O)O, Cc1ccccc1, O. Yields the product CCP(=O)(O)CCC(=O)OCCCCCCO. Reaction SMILES: [CH2:11]([CH2:12][CH2:13][CH2:14][CH2:15][CH2:16][OH:17])[OH:18].[CH2:1]([CH3:2])[P:3](=[O:4])([CH2:5][CH2:6][C:7](=[O:8])[OH:9])[OH:10].[CH3:20][c:21]1[cH:22][cH:23][cH:24][cH:25][cH:26]1.[OH2:19]>>[CH2:1]([CH3:2])[P:3](=[O:4])([CH2:5][CH2:6][C:7](=[O:8])[O:9][CH2:11][CH2:12][CH2:13][CH2:14][CH2:15][CH2:16][OH:17])[OH:10].